From a dataset of the Open Reaction Database (ORD), a public repository of structured organic reaction records. describe an organic reaction: reactants, conditions, products, and yield The reactants are C(C)OC(CNC([C@@H](NC(C(CN(OCC1=CC=CC=C1)C=O)CC(C)C)=O)CC(C)C)=O)=O ([N-formyl-N-benzyloxy 2(RS)-isobutyl-3-aminopropionyl]-L-leucylglycine ethyl ester). The reagents and catalysts are [Pd] (palladium/carbon). Run in C(C)O (ethanol). Product: C(C)OC(CNC([C@@H](NC(C(CN(O)C=O)CC(C)C)=O)CC(C)C)=O)=O ([N-formyl-N-hydroxy 2(RS)-isobutyl-3-aminopropionyl]-L-leucylglycine ethyl ester). The yield is 98.6%. RXN SMILES: [CH2:1]([O:3][C:4](=[O:34])[CH2:5][NH:6][C:7](=[O:33])[C@H:8]([CH2:29][CH:30]([CH3:32])[CH3:31])[NH:9][C:10](=[O:28])[CH:11]([CH2:24][CH:25]([CH3:27])[CH3:26])[CH2:12][N:13]([CH:22]=[O:23])[O:14]CC1C=CC=CC=1)[CH3:2]>C(O)C.[Pd]>[CH2:1]([O:3][C:4](=[O:34])[CH2:5][NH:6][C:7](=[O:33])[C@H:8]([CH2:29][CH:30]([CH3:32])[CH3:31])[NH:9][C:10](=[O:28])[CH:11]([CH2:24][CH:25]([CH3:26])[CH3:27])[CH2:12][N:13]([CH:22]=[O:23])[OH:14])[CH3:2]. Procedure details: 0.4 g of [N-formyl-N-benzyloxy 2(RS)-isobutyl-3-aminopropionyl]-L-leucylglycine ethyl ester in 20 ml of ethanol was hydrogenated for 0.75 hour in the presence of 5% palladium/carbon. The mixture was filtered, the filtrate was evaporated and the residue was dried in vacuo to yield 0.32 g (98%) of [N-formyl-N-hydroxy 2(RS)-isobutyl-3-aminopropionyl]-L-leucylglycine ethyl ester as a foam. The reactants are C(=O)N(C)[C@@H]1CC[C@H](CC1)C(=O)NC1=C(OC2=C1C=C(C=C2)C(=O)OC)C(=O)NC2=NC=C(C=C2)Cl (Trans-3-[4-(N-formyl-N-methylamino)cyclohexylcarbonylamino]-5-methoxycarbonyl-N-(5-chloropyridin-2-yl)-benzofuran-2-carboxamide), [OH-].[Na+] (sodium hydroxide). Run in O1CCCC1.CO (tetrahydrofuran methanol). Reaction conditions: time 17 hour. Product: C(=O)(O)C=1C=CC2=C(C(=C(O2)C(=O)NC2=NC=C(C=C2)Cl)NC(=O)[C@@H]2CC[C@H](CC2)N(C)C=O)C1 (Trans-5-carboxy-3-[4-(N-formyl-N-methylamino)-cyclohexylcarbonylamino]-N-(5-chloropyridin-2-yl)benzofuran-2-carboxamide). The yield is 86.0%. RXN SMILES: [CH:1]([N:3]([C@H:5]1[CH2:10][CH2:9][C@H:8]([C:11]([NH:13][C:14]2[C:18]3[CH:19]=[C:20]([C:23]([O:25]C)=[O:24])[CH:21]=[CH:22][C:17]=3[O:16][C:15]=2[C:27]([NH:29][C:30]2[CH:35]=[CH:34][C:33]([Cl:36])=[CH:32][N:31]=2)=[O:28])=[O:12])[CH2:7][CH2:6]1)[CH3:4])=[O:2].[OH-].[Na+]>O1CCCC1.CO>[C:23]([C:20]1[CH:21]=[CH:22][C:17]2[O:16][C:15]([C:27]([NH:29][C:30]3[CH:35]=[CH:34][C:33]([Cl:36])=[CH:32][N:31]=3)=[O:28])=[C:14]([NH:13][C:11]([C@H:8]3[CH2:9][CH2:10][C@H:5]([N:3]([CH:1]=[O:2])[CH3:4])[CH2:6][CH2:7]3)=[O:12])[C:18]=2[CH:19]=1)([OH:25])=[O:24] |f:1.2,3.4|. Reported procedure: Trans-3-[4-(N-formyl-N-methylamino)cyclohexylcarbonylamino]-5-methoxycarbonyl-N-(5-chloropyridin-2-yl)benzofuran-2-carboxamide (1.90 g) obtained in Example 234 is suspended in tetrahydrofuran/methanol (1:1, 50 ml), and thereto is added 4N aqueous sodium hydroxide solution (5 ml) under ice-cooling. The mixture is warmed to room temperature, and stirred for 17 hours. The reaction solution is concentrated under reduced pressure, and to the residue is poured ice-water, and the mixture is neutralized... The reactants are ClCCCl, CCC(CC)(c1ccc(OCC(=O)C(C)(C)C)c(C)c1)c1ccc2cc(C(=O)O)sc2c1, CNC, CN(C)c1ccncc1, ClCCl, Cl. Product: CCC(CC)(c1ccc(OCC(=O)C(C)(C)C)c(C)c1)c1ccc2cc(C(=O)N(C)C)sc2c1. Reaction SMILES: [CH2:33]([Cl:34])[CH2:35][Cl:36].[CH3:1][C:2]([C:3]([CH2:4][O:5][c:6]1[c:7]([CH3:29])[cH:8][c:9]([C:12]([CH2:13][CH3:14])([CH2:15][CH3:16])[c:17]2[cH:18][cH:19][c:20]3[c:21]([s:22][c:23]([C:25](=[O:26])[OH:27])[cH:24]3)[cH:28]2)[cH:10][cH:11]1)=[O:30])([CH3:31])[CH3:32].[CH3:38][NH:39][CH3:40].[CH3:44][N:45]([c:46]1[cH:47][cH:48][n:49][cH:50][cH:51]1)[CH3:52].[Cl:41][CH2:42][Cl:43].[ClH:37]>>[CH3:1][C:2]([C:3]([CH2:4][O:5][c:6]1[c:7]([CH3:29])[cH:8][c:9]([C:12]([CH2:13][CH3:14])([CH2:15][CH3:16])[c:17]2[cH:18][cH:19][c:20]3[c:21]([s:22][c:23]([C:25](=[O:26])[N:39]([CH3:38])[CH3:40])[cH:24]3)[cH:28]2)[cH:10][cH:11]1)=[O:30])([CH3:31])[CH3:32]. Starting materials: Cc1ccccc1, OCCO, Cc1ccc(S(=O)(=O)O)cc1, O=Cc1ccsc1. Product: c1cc(C2OCCO2)cs1. As a reaction SMILES: [CH3:23][c:24]1[cH:25][cH:26][cH:27][cH:28][cH:29]1.[OH:8][CH2:9][CH2:10][OH:11].[c:12]1([CH3:13])[cH:14][cH:15][c:16]([S:17]([OH:18])(=[O:19])=[O:20])[cH:21][cH:22]1.[s:1]1[cH:2][c:3]([CH:6]=[O:7])[cH:4][cH:5]1>>[s:1]1[cH:2][c:3]([CH:6]2[O:7][CH2:10][CH2:9][O:8]2)[cH:4][cH:5]1. Reactants: ClC1=C(C=CC=C1)N1C(N(CC1C(=O)O)S(=O)(=O)C(C)C)=O ((RS)-3-(2-chloro-phenyl)-2-oxo-1-(propane-2-sulfonyl)-imidazolidine-4-carboxylic acid), ClC=1C(=NC=CC1)N1CCNCC1 (1-(3-chloropyridin-2-yl)piperazine). Yields the product ClC1=C(C=CC=C1)N1C(N(CC1C(=O)N1CCN(CC1)C1=NC=CC=C1Cl)S(=O)(=O)C(C)C)=O ((RS)-3-(2-Chloro-phenyl)-4-[4-(3-chloro-pyridin-2-yl)-piperazine-1-carbonyl]-1-(propane-2-sulfonyl)-imidazolidin-2-one). Reaction SMILES: [Cl:1][C:2]1[CH:7]=[CH:6][CH:5]=[CH:4][C:3]=1[N:8]1[CH:12]([C:13](O)=[O:14])[CH2:11][N:10]([S:16]([CH:19]([CH3:21])[CH3:20])(=[O:18])=[O:17])[C:9]1=[O:22].[Cl:23][C:24]1[C:25]([N:30]2[CH2:35][CH2:34][NH:33][CH2:32][CH2:31]2)=[N:26][CH:27]=[CH:28][CH:29]=1>>[Cl:1][C:2]1[CH:7]=[CH:6][CH:5]=[CH:4][C:3]=1[N:8]1[CH:12]([C:13]([N:33]2[CH2:34][CH2:35][N:30]([C:25]3[C:24]([Cl:23])=[CH:29][CH:28]=[CH:27][N:26]=3)[CH2:31][CH2:32]2)=[O:14])[CH2:11][N:10]([S:16]([CH:19]([CH3:21])[CH3:20])(=[O:17])=[O:18])[C:9]1=[O:22]. Procedure details: In analogy to example 1, (RS)-3-(2-chloro-phenyl)-2-oxo-1-(propane-2-sulfonyl)-imidazolidine-4-carboxylic acid (example 85, step 2) was coupled with 1-(3-chloropyridin-2-yl)piperazine to give the title compound as a colorless solid. MS: 526.3 ([M+H]+) The reactants are ClC1=NC(=NC=C1)SC (4-chloro-2-methylthiopyrimidine), [F-].[K+] (potassium fluoride). The reagents and catalysts are C1COCCOCCOCCOCCOCCO1 (18-crown-6). The solvent is COCCOCCOCCOCCOC (tetraglyme). Conditions: temperature 150 celsius, time 16 hour. Product: FC1=NC(=NC=C1)SC (4-fluoro-2-methylthiopyrimidine). The yield is 63.1%. Reaction SMILES: Cl[C:2]1[CH:7]=[CH:6][N:5]=[C:4]([S:8][CH3:9])[N:3]=1.[F-:10].[K+]>COCCOCCOCCOCCOC.C1OCCOCCOCCOCCOCCOC1>[F:10][C:2]1[CH:7]=[CH:6][N:5]=[C:4]([S:8][CH3:9])[N:3]=1 |f:1.2|. Reported procedure: To a solution of 35.7 g (0.22 mol) of 4-chloro-2-methylthiopyrimidine (Aldrich Chemical Co., Milwaukee, Wis., USA) in 135 mL of tetraglyme was added 18-crown-6 (1.33 g) and potassium fluoride (Anhydrous, Aldrich Chemical Co., Milwaukee, Wis., USA, 80 g). The mixture was heated at 150° C.with stirring for 16 hours. The mixture was then cooled and distilled under reduced pressure to give 20 g (62%) of 4-fluoro-2-methylthiopyrimidine as a liquid.